From a dataset of the Open Reaction Database (ORD), a public repository of structured organic reaction records. describe an organic reaction: reactants, conditions, products, and yield Starting materials: C(=O)C1=CC=C(C(=O)Cl)C=C1 (4-formylbenzoic acid chloride), C(C)(C)(C)O (t-butanol). Product: C(C)(C)(C)OC(C1=CC=C(C=C1)C=O)=O (4-formylbenzoic acid t-butyl ester). Reaction SMILES: [CH:1]([C:3]1[CH:11]=[CH:10][C:6]([C:7](Cl)=[O:8])=[CH:5][CH:4]=1)=[O:2].[C:12]([OH:16])([CH3:15])([CH3:14])[CH3:13]>>[C:12]([O:16][C:7](=[O:8])[C:6]1[CH:10]=[CH:11][C:3]([CH:1]=[O:2])=[CH:4][CH:5]=1)([CH3:15])([CH3:14])[CH3:13]. Procedure details: The starting 4-formylbenzoic acid t-butyl ester was prepared from 4-formylbenzoic acid chloride by esterification with t-butanol. Reactants: COC(=O)C1C(N(CC1)S(=O)(=O)C1=CC=C(C=C1)C)C1=CC=C(C=C1)F ((2RS,3RS)-2-(4-fluoro-phenyl)-1-(toluene-4-sulfonyl)-pyrrolidine-3-carboxylic acid methyl ester), COC(=O)C1C(NCC1)C1=CC=C(C=C1)F ((2RS,3RS)-2-(4-fluoro-phenyl)-pyrrolidine-3-carboxylic acid methyl ester), C1(=CC=C(C=C1)S(=O)(=O)Cl)C (toluene-4-sulfonyl chloride), B.[Na] (sodium boron hydride). Solvent: CO (MeOH). The product is FC1=CC=C(C=C1)C1N(CCC1CO)S(=O)(=O)C1=CC=C(C=C1)C ((2RS,3 RS)-[2-(4-Fluoro-phenyl)-1-(toluene-4-sulfonyl)-pyrrolidin-3-yl]-methanol). Reaction SMILES: C[O:2][C:3]([CH:5]1[CH2:9][CH2:8][N:7]([S:10]([C:13]2[CH:18]=[CH:17][C:16]([CH3:19])=[CH:15][CH:14]=2)(=[O:12])=[O:11])[CH:6]1[C:20]1[CH:25]=[CH:24][C:23]([F:26])=[CH:22][CH:21]=1)=O.COC(C1CCNC1C1C=CC(F)=CC=1)=O.C1(C)C=CC(S(Cl)(=O)=O)=CC=1.B.[Na]>CO>[F:26][C:23]1[CH:22]=[CH:21][C:20]([CH:6]2[CH:5]([CH2:3][OH:2])[CH2:9][CH2:8][N:7]2[S:10]([C:13]2[CH:14]=[CH:15][C:16]([CH3:19])=[CH:17][CH:18]=2)(=[O:12])=[O:11])=[CH:25][CH:24]=1 |f:3.4,^1:54|. Procedure details: Reduction of (2RS,3RS)-2-(4-fluoro-phenyl)-1-(toluene-4-sulfonyl)-pyrrolidine-3-carboxylic acid methyl ester, prepared from (2RS,3RS)-2-(4-fluoro-phenyl)-pyrrolidine-3-carboxylic acid methyl ester and toluene-4-sulfonyl chloride in accordance with the general method of example 1e, with sodium boron hydride in MeOH yielded after aqueous work-up and purification by column chromatography on silica gel (ethyl acetate/hexane 1:1) the title compound as a pale yellow oil, MS: m/e=348 (M−H+). Starting materials: P(=O)([O-])([O-])[O-].[Na+].[Na+].[Na+] (sodium phosphate), COC([C@@H](NC(=O)OC(C)(C)C)CSC1=C(C=C(C=C1)C(=O)OCC=C)N)=O (N-tert-butoxycarbonyl-3-(4-alloxycarbonyl-2-aminophenyl-thio)-L-alanine methyl ester), [OH-].[Na+] (sodium hydroxide). Run in [Cl-].[Na+] (sodium chloride), CC(C)(C)OC (TBME). Yields the product C(C)(C)(C)OC(=O)N[C@@H](CSC1=C(C=C(C=C1)C(=O)OCC=C)N)C(=O)O (N-tert-butoxycarbonyl-3-(4-alloxycarbonyl-2-aminophenylthio)-L-alanine). Yield: 91.9%. As a reaction SMILES: C[O:2][C:3](=[O:28])[C@H:4]([CH2:13][S:14][C:15]1[CH:20]=[CH:19][C:18]([C:21]([O:23][CH2:24][CH:25]=[CH2:26])=[O:22])=[CH:17][C:16]=1[NH2:27])[NH:5][C:6]([O:8][C:9]([CH3:12])([CH3:11])[CH3:10])=[O:7].P([O-])([O-])([O-])=O.[Na+].[Na+].[Na+].[OH-].[Na+]>CC(OC)(C)C.[Cl-].[Na+]>[C:9]([O:8][C:6]([NH:5][C@H:4]([C:3]([OH:28])=[O:2])[CH2:13][S:14][C:15]1[CH:20]=[CH:19][C:18]([C:21]([O:23][CH2:24][CH:25]=[CH2:26])=[O:22])=[CH:17][C:16]=1[NH2:27])=[O:7])([CH3:10])([CH3:11])[CH3:12] |f:1.2.3.4,5.6,8.9|. Procedure: 0.769 mg (1.658 mmol) of N-tert-butoxycarbonyl-3-(4-alloxycarbonyl-2-aminophenyl-thio)-L-alanine methyl ester was dissolved in 40 ml TBME and emulsified in 220 ml 0.1M sodium chloride solution; 3 mM sodium phosphate buffer pH 7.5 under vigorous stirring. 1.0 ml Alcalase 2.4 L [a subtilisin Carlsberg from Novo Nordisk] was added and the pH maintained at 7.5 under vigorous stirring by the controlled addition (pH-static) of 1.0N sodium hydroxide solution. After 45.4 h 23.6 ml of 1.0N sodium hydroxi... The reactants are Cl.C1(=CC=CC=C1)C=1C=C2C(=NNC2=C(C1)C(=O)N)C1CCNCC1 (5-phenyl-3-(4-piperidinyl)-1H-indazole-7-carboxamide hydrochloride), C(C)(C)N(CC)C(C)C (diisopropylethylamine), C(#N)C1=CC=C(C=C1)S(=O)(=O)Cl (4-cyanobenzenesulfonyl chloride). Reagents/catalysts: CN(C)C=1C=CN=CC1 (DMAP). Yields the product C(#N)C1=CC=C(C=C1)S(=O)(=O)N1CCC(CC1)C1=NNC2=C(C=C(C=C12)C1=CC=CC=C1)C(=O)N (3-{1-[(4-cyanophenyl)sulfonyl]-4-piperidinyl}-5-phenyl-1H-indazole-7-carboxamide). Yield: 41.2%. RXN SMILES: Cl.[C:2]1([C:8]2[CH:9]=[C:10]3[C:14](=[C:15]([C:17]([NH2:19])=[O:18])[CH:16]=2)[NH:13][N:12]=[C:11]3[CH:20]2[CH2:25][CH2:24][NH:23][CH2:22][CH2:21]2)[CH:7]=[CH:6][CH:5]=[CH:4][CH:3]=1.C(N(C(C)C)CC)(C)C.[C:35]([C:37]1[CH:42]=[CH:41][C:40]([S:43](Cl)(=[O:45])=[O:44])=[CH:39][CH:38]=1)#[N:36]>CN(C1C=CN=CC=1)C>[C:35]([C:37]1[CH:38]=[CH:39][C:40]([S:43]([N:23]2[CH2:24][CH2:25][CH:20]([C:11]3[C:10]4[C:14](=[C:15]([C:17]([NH2:19])=[O:18])[CH:16]=[C:8]([C:2]5[CH:3]=[CH:4][CH:5]=[CH:6][CH:7]=5)[CH:9]=4)[NH:13][N:12]=3)[CH2:21][CH2:22]2)(=[O:45])=[O:44])=[CH:41][CH:42]=1)#[N:36] |f:0.1|. Procedure: Following the general procedure of Example 11, 5-phenyl-3-(4-piperidinyl)-1H-indazole-7-carboxamide hydrochloride (Example 2) (50 mg, 0.14 mmol), diisopropylethylamine (100 uL, 0.56 mmol), DMAP (25 mg, 0.014 mmol) and 4-cyanobenzenesulfonyl chloride (34 mg, 0.168 mmol) were reacted to give the title compound (28 mg, 41%). Yield: 99.9%. Procedure: A mixture of methyl 4-(1-phenoxypropyl)benzoate (683 mg, 2.5 mmol) lithium hydroxide monohydrate (531 mg, 12.6 mmol), tetrahydrofuran (12 mL), methanol (4 mL) and water (4 mL) was stirred at 20° C. for 4 hours. The mixture was neutralized to pH to 1 with concentrated hydrochloric acid and then extracted with ethyl acetate (20 mL×3). The combined organic phase was separated, dried over sodium sulfate, and then filtered. The filtrate was concentrated in vacuo to give a residue. The residue was pur... Starting materials: Cl (hydrochloric acid), O(C1=CC=CC=C1)C(CC)C1=CC=C(C(=O)OC)C=C1 (methyl 4-(1-phenoxypropyl)benzoate), O1CCCC1 (tetrahydrofuran), CO (methanol). Reaction SMILES: [O:1]([CH:8]([C:11]1[CH:20]=[CH:19][C:14]([C:15]([O:17]C)=[O:16])=[CH:13][CH:12]=1)[CH2:9][CH3:10])[C:2]1[CH:7]=[CH:6][CH:5]=[CH:4][CH:3]=1.O1CCCC1.CO.Cl>O>[O:1]([CH:8]([C:11]1[CH:12]=[CH:13][C:14]([C:15]([OH:17])=[O:16])=[CH:19][CH:20]=1)[CH2:9][CH3:10])[C:2]1[CH:3]=[CH:4][CH:5]=[CH:6][CH:7]=1. Yields the product O(C1=CC=CC=C1)C(CC)C1=CC=C(C(=O)O)C=C1 (4-(1-phenoxypropyl)benzoic acid). The solvent is O (water). Reaction conditions: temperature 20 celsius, time 4 hour. The reactants are ClCC(=O)Cl (Chloroacetyl chloride), Cl.Cl.ClC=1C(=C(NC2=NC=NC3=CC(=C(C=C23)OC2CNCCC2)OC)C=CC1)F (4-(3-chloro-2-fluoroanilino)-7-methoxy-6-(piperidin-3-yloxy)quinazoline dihydrochloride), C(C)(C)N(CC)C(C)C (diisopropylethylamine). The solvent is C(Cl)Cl (methylene chloride). Reaction conditions: temperature 0 celsius, time 2 hour. The product is ClCC(=O)N1CC(CCC1)OC=1C=C2C(=NC=NC2=CC1OC)NC1=C(C(=CC=C1)Cl)F (6-[1-(chloroacetyl)piperidin-3-yloxy]-4-(3-chloro-2-fluoroanilino)-7-methoxyquinazoline). RXN SMILES: [Cl:1][CH2:2][C:3](Cl)=[O:4].Cl.Cl.[Cl:8][C:9]1[C:10]([F:35])=[C:11]([CH:32]=[CH:33][CH:34]=1)[NH:12][C:13]1[C:22]2[C:17](=[CH:18][C:19]([O:30][CH3:31])=[C:20]([O:23][CH:24]3[CH2:29][CH2:28][CH2:27][NH:26][CH2:25]3)[CH:21]=2)[N:16]=[CH:15][N:14]=1.C(N(C(C)C)CC)(C)C>C(Cl)Cl>[Cl:1][CH2:2][C:3]([N:26]1[CH2:27][CH2:28][CH2:29][CH:24]([O:23][C:20]2[CH:21]=[C:22]3[C:17](=[CH:18][C:19]=2[O:30][CH3:31])[N:16]=[CH:15][N:14]=[C:13]3[NH:12][C:11]2[CH:32]=[CH:33][CH:34]=[C:9]([Cl:8])[C:10]=2[F:35])[CH2:25]1)=[O:4] |f:1.2.3|. Reported procedure: Chloroacetyl chloride (89 μl) was added to a solution of 4-(3-chloro-2-fluoroanilino)-7-methoxy-6-(piperidin-3-yloxy)quinazoline dihydrochloride (469 mg; prepared as described in Example 45) and diisopropylethylamine (700 μl) in methylene chloride (15 ml) that was cooled to 0° C. The mixture was stirred at room temperature for 2 hours to give 6-[1-(chloroacetyl)piperidin-3-yloxy]-4-(3-chloro-2-fluoroanilino)-7-methoxyquinazoline; Mass Spectrum: (M+H)+ 479. Reactants: hexanes EtOAc, C(=C)C1=C(C2=C(C(OC2)=O)C=C1)CCO (5-Ethenyl-4-(2-hydroxyethyl)-2-benzofuran-1(3H)-one), C1=CC(=CC(=C1)Cl)C(=O)OO (mCPBA). The solvent is ClCCl (dichloromethane), ClCCl (dichloromethane). Reaction conditions: time 8 hour. Yields the product OCC1OCCC2=C3C(=CC=C12)C(OC3)=O (6-(hydroxymethyl)-8,9-dihydro-1H-furo[3,4-f]isochromen-3(6H)-one), hexanes EtOAc. RXN SMILES: [CH:1]([C:3]1[CH:12]=[CH:11][C:6]2[C:7](=[O:10])[O:8][CH2:9][C:5]=2[C:4]=1[CH2:13][CH2:14][OH:15])=[CH2:2].C1C=C(Cl)C=C(C(OO)=[O:24])C=1>ClCCl>[OH:24][CH2:2][CH:1]1[C:3]2[C:4](=[C:5]3[CH2:9][O:8][C:7](=[O:10])[C:6]3=[CH:11][CH:12]=2)[CH2:13][CH2:14][O:15]1. Procedure: 5-Ethenyl-4-(2-hydroxyethyl)-2-benzofuran-1(3H)-one (1.2 g, 5.9 mmol) was added to a flask containing a stir bar. To the flask was then added dichloromethane (20 mL). The flask was placed in a cool bath of 0° C.; to the flask was poured mCPBA (1.5 g, 8.8 mmol) and the resulting mixture was stirred at room temperature for overnight; LC as well as TLC (hexanes/EtOAc=1/1) indicated that reaction had gone to completion. The solution was treated with dichloromethane and washed with NaHCO3, Na2S2O3, a... The reactants are O (water), C([O-])([O-])=O.[Na+].[Na+] (Sodium carbonate), C(=C)(C)B(O)O (isopropenylboronic acid), ClC1=NC=CC(=N1)N1CCC(CC1)CNC(C1=CC=C(C=C1)C=1OC2=C(N1)C=C(C=C2C(C)C)C#N)=O (N-{[1-(2-Chloropyrimidin-4-yl)piperidin-4-yl]methyl}-4-(5-cyano-7-isopropyl-1,3-benzoxazol-2-yl)benzamide). The reagents and catalysts are C1(=CC=CC=C1)P(C1=CC=CC=C1)C1=CC=CC=C1.C1(=CC=CC=C1)P(C1=CC=CC=C1)C1=CC=CC=C1.C1(=CC=CC=C1)P(C1=CC=CC=C1)C1=CC=CC=C1.C1(=CC=CC=C1)P(C1=CC=CC=C1)C1=CC=CC=C1.[Pd] (palladium tetrakis(triphenylphosphine)). Run in C1(=CC=CC=C1)C (toluene), C(C)O (ethanol). Reaction conditions: temperature 150 celsius. Product: C(#N)C=1C=C(C2=C(N=C(O2)C2=CC=C(C(=O)NCC3CCN(CC3)C3=NC(=NC=C3)C(=C)C)C=C2)C1)C(C)C (4-(5-Cyano-7-isopropyl-1,3-benzoxazol-2-yl)-N-{[1-(2-isopropenylpyrimidin-4-yl)piperidin-4-yl]methyl}benzamide). Isolated yield 60.6%. RXN SMILES: C(=O)([O-])[O-].[Na+].[Na+].[C:7](B(O)O)([CH3:9])=[CH2:8].Cl[C:14]1[N:19]=[C:18]([N:20]2[CH2:25][CH2:24][CH:23]([CH2:26][NH:27][C:28](=[O:49])[C:29]3[CH:34]=[CH:33][C:32]([C:35]4[O:36][C:37]5[C:43]([CH:44]([CH3:46])[CH3:45])=[CH:42][C:41]([C:47]#[N:48])=[CH:40][C:38]=5[N:39]=4)=[CH:31][CH:30]=3)[CH2:22][CH2:21]2)[CH:17]=[CH:16][N:15]=1.O>C1(C)C=CC=CC=1.C1(P(C2C=CC=CC=2)C2C=CC=CC=2)C=CC=CC=1.C1(P(C2C=CC=CC=2)C2C=CC=CC=2)C=CC=CC=1.C1(P(C2C=CC=CC=2)C2C=CC=CC=2)C=CC=CC=1.C1(P(C2C=CC=CC=2)C2C=CC=CC=2)C=CC=CC=1.[Pd].C(O)C>[C:47]([C:41]1[CH:42]=[C:43]([CH:44]([CH3:46])[CH3:45])[C:37]2[O:36][C:35]([C:32]3[CH:33]=[CH:34][C:29]([C:28]([NH:27][CH2:26][CH:23]4[CH2:24][CH2:25][N:20]([C:18]5[CH:17]=[CH:16][N:15]=[C:14]([C:7]([CH3:9])=[CH2:8])[N:19]=5)[CH2:21][CH2:22]4)=[O:49])=[CH:30][CH:31]=3)=[N:39][C:38]=2[CH:40]=1)#[N:48] |f:0.1.2,7.8.9.10.11|. Procedure details: Sodium carbonate (120 uL, 2M aqueous), isopropenylboronic acid (21 mg), and N-{[1-(2-chloropyrimidin-4-yl)piperidin-4-yl]methyl}-4-(5-cyano-7-isopropyl-1,3-benzoxazol-2-yl)benzamide (31 mg, EXAMPLE 7) were dissolved in toluene (2.1 ml), water (0.6 ml) and ethanol (0.3 ml). To this solution was added palladium tetrakis(triphenylphosphine) (10 mg). The mixture was heated to 150° C. for 25 min in a microwave reactor. Upon cooling, the mixture was then concentrated in vacuo, taken up in dichlorometh...